Dataset: the Open Reaction Database (ORD), a public repository of structured organic reaction records. Task: describe an organic reaction: reactants, conditions, products, and yield Starting materials: FC(CNC(NC1=NN(C=C1)CC1=CC=C(C(=O)N)C=C1)=S)(F)F (4-(3-[3-(2,2,2-trifluoroethyl)thioureido]pyrazol-1-ylmethyl)benzamide), N (ammonia), mercuric oxide. Run in CCO (EtOH). Reaction conditions: time 17 hour. Product: FC(CN=C(NC1=NN(C=C1)CC1=CC=C(C(=O)N)C=C1)N)(F)F (4-[3-(2-[2,2,2-trifluoroethyl]guanidino)pyrazol-1-ylmethyl]benzamide), EtOH petroleum ether. RXN SMILES: [F:1][C:2]([F:24])([F:23])[CH2:3][NH:4][C:5](=S)[NH:6][C:7]1[CH:11]=[CH:10][N:9]([CH2:12][C:13]2[CH:21]=[CH:20][C:16]([C:17]([NH2:19])=[O:18])=[CH:15][CH:14]=2)[N:8]=1.[NH3:25]>CCO>[F:1][C:2]([F:24])([F:23])[CH2:3][N:4]=[C:5]([NH2:25])[NH:6][C:7]1[CH:11]=[CH:10][N:9]([CH2:12][C:13]2[CH:21]=[CH:20][C:16]([C:17]([NH2:19])=[O:18])=[CH:15][CH:14]=2)[N:8]=1. Procedure: To a solution of 4-(3-[3-(2,2,2-trifluoroethyl)thioureido]pyrazol-1-ylmethyl)benzamide (180 mg.) in EtOH saturated with ammonia (5 ml.) was added yellow mercuric oxide (380 mg.). The mixture was stirred at room temperature for 17 hours. The mixture was centrifuged, then the supernatant liquor was evaporated in vacuo to give 4-[3-(2-[2,2,2-trifluoroethyl]guanidino)pyrazol-1-ylmethyl]benzamide, m.p. 192° (from EtOH/petroleum ether (b.p. 60°-80°)). Solvent: CO (methanol), O (water). Reagents/catalysts: [Na] (sodium). Yield: 32.6%. Run at temperature 120 celsius. Reported procedure: 0.25 g of sodium in small pieces, in 50 ml (0.5 mol) of thiophenol, is heated to 90°-95° C whilst stirring, and 52.5 ml (0.55 mol) of methyl crotonate are added dropwise. The mixture is heated further for 1 hour at 120° C and 85 g (boiling point/5 mm Hg = 137°-138° C) of the resulting ester are distilled in vacuo. 53 g (0.25 mol) of this ester in solution in 200 ml of methanol are hydrolysed with 16 g (0.4 mol) of NaOH in 200 ml of water. The mixture is heated for 2 hours under reflux, the alcoh... Product: C1(=CC=CC=C1)SC(CC(=O)O)C (3-(Phenylthio)-butyric acid). Reactants: C1(=CC=CC=C1)S (thiophenol), [OH-].[Na+] (NaOH), C(\C=C\C)(=O)OC (methyl crotonate), ester. RXN SMILES: [C:1]1([SH:7])[CH:6]=[CH:5][CH:4]=[CH:3][CH:2]=1.[C:8]([O:13]C)(=[O:12])/[CH:9]=[CH:10]/[CH3:11].[OH-].[Na+]>CO.O.[Na]>[C:1]1([S:7][CH:10]([CH3:11])[CH2:9][C:8]([OH:13])=[O:12])[CH:6]=[CH:5][CH:4]=[CH:3][CH:2]=1 |f:2.3,^1:19|. Starting materials: O=C1CCC(=O)N1Br, COCc1cc2cccc(OC)c2o1, CC#N. The product is COCc1cc2c(Br)ccc(OC)c2o1. As a reaction SMILES: [Br:15][N:16]1[C:17](=[O:18])[CH2:19][CH2:20][C:21]1=[O:22].[CH3:1][O:2][c:3]1[cH:4][cH:5][cH:6][c:7]2[cH:8][c:9]([CH2:12][O:13][CH3:14])[o:10][c:11]12.[CH3:23][C:24]#[N:25]>>[CH3:1][O:2][c:3]1[cH:4][cH:5][c:6]([Br:15])[c:7]2[cH:8][c:9]([CH2:12][O:13][CH3:14])[o:10][c:11]12.